This data is from the Open Reaction Database (ORD), a public repository of structured organic reaction records. The task is: describe an organic reaction: reactants, conditions, products, and yield The reactants are CC1=NC(=NC(=C1)C1=CC(=CC=C1)C#N)N (4-methyl-6-(3-cyano-phenyl)-pyrimidin-2-ylamine), C1CC(=O)N(C1=O)I (NIS). Run in C(Cl)Cl.CO (DCM MeOH). The product is IC=1C(=NC(=NC1C1=CC(=CC=C1)C#N)N)C (5-Iodo-4-methyl-6-(3-cyano-phenyl)-pyrimidin-2-ylamine). As a reaction SMILES: [CH3:1][C:2]1[CH:7]=[C:6]([C:8]2[CH:13]=[CH:12][CH:11]=[C:10]([C:14]#[N:15])[CH:9]=2)[N:5]=[C:4]([NH2:16])[N:3]=1.C1C(=O)N([I:24])C(=O)C1>C(Cl)Cl.CO>[I:24][C:7]1[C:2]([CH3:1])=[N:3][C:4]([NH2:16])=[N:5][C:6]=1[C:8]1[CH:13]=[CH:12][CH:11]=[C:10]([C:14]#[N:15])[CH:9]=1 |f:2.3|. Procedure: The title compound is synthesized according to general procedure GP1 starting from 3.2 g (12 mmol) 4-methyl-6-(3-cyano-phenyl)-pyrimidin-2-ylamine and 2.8 g (13 mmol) NIS. Yield after chromatography on silica gel with DCM/MeOH: 3.5 g (78%). Conditions: time 2 hour. The reagents and catalysts are O.C1(=CC=C(C=C1)S(=O)(=O)O)C (p-toluenesulfonic acid monohydrate). The solvent is [Cl-].[Na+].O (brine). The product is CON=C(C1=C(C=CC=C1)COC1=C(C=CC(=C1)C)C)C1OCCO1 (2-(2,5-dimethylphenoxymethyl)phenyl 1,3-dioxolan-2-yl ketone O-methyloxime). As a reaction SMILES: C1C=CC=CC=1.[CH2:7]([OH:10])[CH2:8][OH:9].[CH3:11][C:12]1[CH:31]=[CH:30][C:29]([CH3:32])=[CH:28][C:13]=1[O:14][CH2:15][C:16]1[CH:21]=[CH:20][CH:19]=[CH:18][C:17]=1[C:22](=[N:25][O:26][CH3:27])[CH:23]=O>[Cl-].[Na+].O.O.C1(C)C=CC(S(O)(=O)=O)=CC=1>[CH3:27][O:26][N:25]=[C:22]([CH:23]1[O:10][CH2:7][CH2:8][O:9]1)[C:17]1[CH:18]=[CH:19][CH:20]=[CH:21][C:16]=1[CH2:15][O:14][C:13]1[CH:28]=[C:29]([CH3:32])[CH:30]=[CH:31][C:12]=1[CH3:11] |f:3.4.5,6.7|. Isolated yield 87.9%. Starting materials: C1=CC=CC=C1 (Benzene), C(CO)O (ethylene glycol), CC1=C(OCC2=C(C=CC=C2)C(C=O)=NOC)C=C(C=C1)C (2-(2,5-dimethylphenoxymethyl)-α-methoxyiminophenylacetaldehyde). Procedure: Benzene (4 ml), ethylene glycol (0.12 g, 2.0 mmol) and p-toluenesulfonic acid monohydrate (0.01 g, 0.05 mmol) were added to 2-(2,5-dimethylphenoxymethyl)-α-methoxyiminophenylacetaldehyde (0.3 g, 1.0 mmol), and the mixture was subjected to azeotropic dehydration for 2 hours. After completion of the reaction, half-saturated brine (100 ml) was added, and the mixture was extracted with dichloromethane (50 ml) twice. The extracts were dried over anhydrous magnesium sulfate and concentrated under redu... Reactants: CCOc1ccc2c(n1)N1C(C)CN(C(=O)OC(C)(C)C)CC1C2, O=C1CCC(=O)N1Cl. The product is CCOc1nc2c(cc1Cl)CC1CN(C(=O)OC(C)(C)C)CC(C)N21. As a reaction SMILES: [C:1]([CH3:2])([CH3:3])([CH3:4])[O:5][C:6](=[O:7])[N:8]1[CH2:9][CH:10]2[CH2:11][c:12]3[cH:13][cH:14][c:15]([O:22][CH2:23][CH3:24])[n:16][c:17]3[N:18]2[CH:19]([CH3:21])[CH2:20]1.[Cl:25][N:26]1[C:27](=[O:28])[CH2:29][CH2:30][C:31]1=[O:32]>>[C:1]([CH3:2])([CH3:3])([CH3:4])[O:5][C:6](=[O:7])[N:8]1[CH2:9][CH:10]2[CH2:11][c:12]3[cH:13][c:14]([Cl:25])[c:15]([O:22][CH2:23][CH3:24])[n:16][c:17]3[N:18]2[CH:19]([CH3:21])[CH2:20]1.